From a dataset of the Open Reaction Database (ORD), a public repository of structured organic reaction records. describe an organic reaction: reactants, conditions, products, and yield The reactants are CN(C)C=O, COc1cc(CCl)ccc1OCc1nc(-c2ccco2)oc1C, [H-], [Na+], O, Oc1cc(CCc2ccccn2)n(-c2ccccc2)n1. Product: COc1cc(COc2cc(CCc3ccccn3)n(-c3ccccc3)n2)ccc1OCc1nc(-c2ccco2)oc1C. Reaction SMILES: [CH3:44][N:45]([CH3:46])[CH:47]=[O:48].[Cl:1][CH2:2][c:3]1[cH:4][c:5]([O:22][CH3:23])[c:6]([O:7][CH2:8][c:9]2[n:10][c:11](-[c:15]3[o:16][cH:17][cH:18][cH:19]3)[o:12][c:13]2[CH3:14])[cH:20][cH:21]1.[H-:49].[Na+:50].[OH2:51].[c:24]1(-[n:30]2[n:31][c:32]([OH:43])[cH:33][c:34]2[CH2:35][CH2:36][c:37]2[n:38][cH:39][cH:40][cH:41][cH:42]2)[cH:25][cH:26][cH:27][cH:28][cH:29]1>>[CH2:2]([c:3]1[cH:4][c:5]([O:22][CH3:23])[c:6]([O:7][CH2:8][c:9]2[n:10][c:11](-[c:15]3[o:16][cH:17][cH:18][cH:19]3)[o:12][c:13]2[CH3:14])[cH:20][cH:21]1)[O:43][c:32]1[n:31][n:30](-[c:24]2[cH:25][cH:26][cH:27][cH:28][cH:29]2)[c:34]([CH2:35][CH2:36][c:37]2[n:38][cH:39][cH:40][cH:41][cH:42]2)[cH:33]1. Starting materials: CO, ClCCl, COC(=O)CN(C)C(=O)C(C)NC(=O)OCc1ccccc1. Yields the product CC1NC(=O)CN(C)C1=O. Reaction SMILES: [CH3:23][OH:24].[Cl:25][CH2:26][Cl:27].[c:1]1([CH2:2][O:3][C:4](=[O:7])[NH:11][CH:12]([CH3:13])[C:14](=[O:15])[N:16]([CH2:17][C:18]([O:5][CH3:6])=[O:19])[CH3:22])[cH:8][cH:9][cH:10][cH:20][cH:21]1>>[NH:11]1[CH:12]([CH3:13])[C:14](=[O:15])[N:16]([CH3:22])[CH2:17][C:18]1=[O:19]. Reactants: ICl (Iodine monochloride), NC1=C(C=C(C=C1)N1N=CN=C1)C (1-(4-amino-3-methylphenyl)-1,2,4-triazole), C(C)(=O)[O-].[Na+] (sodium acetate). The solvent is C(C)(=O)O (acetic acid). Yields the product NC1=C(C=C(C=C1C)N1N=CN=C1)I (1-(4-Amino-3-iodo-5 methylphenyl)-1,2,4-triazole). Reaction SMILES: [I:1]Cl.[NH2:3][C:4]1[CH:9]=[CH:8][C:7]([N:10]2[CH:14]=[N:13][CH:12]=[N:11]2)=[CH:6][C:5]=1[CH3:15].C([O-])(=O)C.[Na+]>C(O)(=O)C>[NH2:3][C:4]1[C:5]([CH3:15])=[CH:6][C:7]([N:10]2[CH:14]=[N:13][CH:12]=[N:11]2)=[CH:8][C:9]=1[I:1] |f:2.3|. Reported procedure: Iodine monochloride (5.103 g) was added dropwise to a stirred solution of 1-(4-amino-3-methylphenyl)-1,2,4-triazole (5.22 g) and sodium acetate (2.583 g) in acetic acid (100 cm3). After 16 hours volatile material was removed in vacuo and the residue was partitioned between dichloromethane (100 cm3) and sodium carbonate solution (50 cm3). The organic phase was washed with sodium thiosulphate solution (10 g in 50 cm3 water), dried (MgSO4) and evaporated to give a solid which was chromatographed on...